From a dataset of the Open Reaction Database (ORD), a public repository of structured organic reaction records. describe an organic reaction: reactants, conditions, products, and yield Starting materials: COC1=C(C#N)C=CC=C1 (2-methoxybenzonitrile), Cl.CNO (N-methylhydroxylamine hydrochloride), C([O-])([O-])=O.[Na+].[Na+] (sodium carbonate), O.C(C)O (water ethanol). Conditions: temperature 80 celsius, time 28 hour. The product is ON(C(C1=C(C=CC=C1)OC)=N)C (N-Hydroxy-2-methoxy-N-methyl-benzamidine). As a reaction SMILES: [CH3:1][O:2][C:3]1[CH:10]=[CH:9][CH:8]=[CH:7][C:4]=1[C:5]#[N:6].Cl.[CH3:12][NH:13]O.C(=O)([O-])[O-].[Na+].[Na+].[OH2:21].C(O)C>>[OH:21][N:13]([CH3:12])[C:5](=[NH:6])[C:4]1[CH:7]=[CH:8][CH:9]=[CH:10][C:3]=1[O:2][CH3:1] |f:1.2,3.4.5,6.7|. Reported procedure: To a stirred solution of 2-methoxybenzonitrile (2.66 g, 20 mmol) and N-methylhydroxylamine hydrochloride (3.341 g, 40 mmol) in 2:1 water/ethanol (30 mL) was added sodium carbonate (2.332 g, 22 mmol) in small portions and the resulting pink solution stirred at 80° C. for 28 h. The reaction mixture was then concentrated and the residue stirred with CH2Cl2, filtered and concentrated to give crude product as a purple solid (3.3 g), which was used in the next step without further purification. The reactants are F[B-](F)(F)F, COc1cccc2[nH]c(C(=O)O)cc12, CCN(C(C)C)C(C)C, Cl, Cl, Cl, NC1CCN(CCN2CCCCCC2)CC1, CN(C)C=O, CN(C)C(On1nnc2ccccc21)=[N+](C)C. The product is COc1cccc2[nH]c(C(=O)NC3CCN(CCN4CCCCCC4)CC3)cc12. Reaction SMILES: [B-:43]([F:44])([F:45])([F:46])[F:47].[CH3:1][O:2][c:3]1[c:4]2[cH:5][c:6]([C:12](=[O:13])[OH:14])[nH:7][c:8]2[cH:9][cH:10][cH:11]1.[CH:34]([N:35]([CH2:36][CH3:37])[CH:38]([CH3:39])[CH3:40])([CH3:41])[CH3:42].[ClH:15].[ClH:16].[ClH:17].[N:18]1([CH2:25][CH2:26][N:27]2[CH2:28][CH2:29][CH:30]([NH2:33])[CH2:31][CH2:32]2)[CH2:19][CH2:20][CH2:21][CH2:22][CH2:23][CH2:24]1.[O:65]=[CH:66][N:67]([CH3:68])[CH3:69].[n:48]1([O:49][C:50]([N:51]([CH3:52])[CH3:53])=[N+:54]([CH3:55])[CH3:56])[c:57]2[cH:58][cH:59][cH:60][cH:61][c:62]2[n:63][n:64]1>>[CH3:1][O:2][c:3]1[c:4]2[cH:5][c:6]([C:12](=[O:14])[NH:33][CH:30]3[CH2:29][CH2:28][N:27]([CH2:26][CH2:25][N:18]4[CH2:19][CH2:20][CH2:21][CH2:22][CH2:23][CH2:24]4)[CH2:32][CH2:31]3)[nH:7][c:8]2[cH:9][cH:10][cH:11]1. RXN SMILES: [Br:12][CH2:13][CH2:14][C:15]([F:16])([F:17])[F:18].[C:6](=[O:7])([O-:8])[O-:9].[CH3:20][N:21]([CH3:22])[CH:23]=[O:24].[K+:10].[K+:11].[N:1]#[C:2][CH2:3][C:4]#[N:5].[OH2:19]>>[N:1]#[C:2][CH:3]([C:4]#[N:5])[CH2:13][CH2:14][C:15]([F:16])([F:17])[F:18]. Yields the product N#CC(C#N)CCC(F)(F)F. Reactants: FC(F)(F)CCBr, O=C([O-])[O-], CN(C)C=O, [K+], [K+], N#CCC#N, O. Starting materials: C(C)OC(CCNS(=O)(=O)C1=CC=CC=C1)=O (3-benzenesulfonylaminopropionic acid ethyl ester), [OH-].[Na+] (NaOH), O (water). Run in C(C)O (ethanol). Conditions: time 4 hour. Yields the product C1(=CC=CC=C1)S(=O)(=O)NCCC(=O)O (3-benzenesulfonylaminopropionic acid). RXN SMILES: C([O:3][C:4](=[O:17])[CH2:5][CH2:6][NH:7][S:8]([C:11]1[CH:16]=[CH:15][CH:14]=[CH:13][CH:12]=1)(=[O:10])=[O:9])C.[OH-].[Na+].O>C(O)C>[C:11]1([S:8]([NH:7][CH2:6][CH2:5][C:4]([OH:17])=[O:3])(=[O:10])=[O:9])[CH:12]=[CH:13][CH:14]=[CH:15][CH:16]=1 |f:1.2|. Procedure details: Next, to a solution of 3-benzenesulfonylaminopropionic acid ethyl ester (340 mg, 1.32 mmol) in ethanol (15 mL) is added aqueous 1M NaOH (4 mL, 4.0 mmol) and the mixture is stirred at room temperature for 4 hours. The mixture is poured into water and is extracted with ether. The aqueous phase is acidified with aqueous 1M HCl and the solution is lyophilized to give 3-benzenesulfonylaminopropionic acid. The reactants are C(C1=CC=CC=C1)OC(NC1CC(CCC1)C1=NC2=C(C(N(C=3C=CC=CC23)C)=O)N1CC1=CC=CC=C1)=O ([3-(3-benzyl-5-methyl-4-oxo-4,5-dihydro-3H-imidazo[4,5-c]quinolin-2-yl)-cyclohexyl]-carbamic acid benzyl ester). Reagents/catalysts: [Pd] (Pd/C). Product: NC1CC(CCC1)C1=NC2=C(C(N(C=3C=CC=CC23)C)=O)N1CC1=CC=CC=C1 (2-(3-amino-cyclohexyl)-3-benzyl-5-methyl-3,5-dihydro-imidazo[4,5-c]quinolin-4-one). Yield: 86.2%. Reaction SMILES: C(OC(=O)[NH:10][CH:11]1[CH2:16][CH2:15][CH2:14][CH:13]([C:17]2[N:31]([CH2:32][C:33]3[CH:38]=[CH:37][CH:36]=[CH:35][CH:34]=3)[C:20]3[C:21](=[O:30])[N:22]([CH3:29])[C:23]4[CH:24]=[CH:25][CH:26]=[CH:27][C:28]=4[C:19]=3[N:18]=2)[CH2:12]1)C1C=CC=CC=1>[Pd]>[NH2:10][CH:11]1[CH2:16][CH2:15][CH2:14][CH:13]([C:17]2[N:31]([CH2:32][C:33]3[CH:34]=[CH:35][CH:36]=[CH:37][CH:38]=3)[C:20]3[C:21](=[O:30])[N:22]([CH3:29])[C:23]4[CH:24]=[CH:25][CH:26]=[CH:27][C:28]=4[C:19]=3[N:18]=2)[CH2:12]1. Procedure details: As described in example 3F, [3-(3-benzyl-5-methyl-4-oxo-4,5-dihydro-3H-imidazo[4,5-c]quinolin-2-yl)-cyclohexyl]-carbamic acid benzyl ester (70 mg, 0.135 mmol) was hydrogenated over 10% Pd/C (70 mg, 0.066 mmol) to give 2-(3-amino-cyclohexyl)-3-benzyl-5-methyl-3,5-dihydro-imidazo[4,5-c]quinolin-4-one (45 mg, 87% yield). The HCl salt was prepared by treating the amine in EtOAc with ethereal HCl (0.3 mL). 1H-NMR (CD3OD): δ 8.53 (d, 1H,J=8.0 Hz), 7.78 (m, 2H), 7.53 (m, 1H), 7.36 (m, 5H), 6.38 (m, 1H)... The reactants are C(C)(C)(C)OC(=O)N(C[C@@H](C=1C=NC=CC1)O[Si](C)(C)C(C)(C)C)C[C@@H]1OC2=CC=C(C=C2CC1)C1=C(C(=O)OC)C=CC=C1 (methyl 2-[(2R)-2-({(tert-butoxycarbonyl)[(2R)-2-{[tert-butyl(dimethyl)silyl]oxy}-2-(3-pyridinyl)ethyl]amino}methyl)-3,4-dihydro-2H-chromen-6-yl]benzoate), Cl (HCl), solution. Run in CO (MeOH), O1CCOCC1 (dioxane), O1CCOCC1 (dioxane). Conditions: time 60 minute. Yields the product O[C@@H](CNC[C@@H]1OC2=CC=C(C=C2CC1)C1=C(C(=O)OC)C=CC=C1)C=1C=NC=CC1 (Methyl 2-[(2R)-2-({[(2R)-2-hydroxy-2-(3-pyridinyl)ethyl]amino}methyl)-3,4-dihydro-2H-chromen-6-yl]benzoate). Yield: 77.2%. As a reaction SMILES: C(OC([N:8]([CH2:25][C@H:26]1[CH2:35][CH2:34][C:33]2[C:28](=[CH:29][CH:30]=[C:31]([C:36]3[CH:45]=[CH:44][CH:43]=[CH:42][C:37]=3[C:38]([O:40][CH3:41])=[O:39])[CH:32]=2)[O:27]1)[CH2:9][C@H:10]([O:17][Si](C(C)(C)C)(C)C)[C:11]1[CH:12]=[N:13][CH:14]=[CH:15][CH:16]=1)=O)(C)(C)C.Cl>CO.O1CCOCC1>[OH:17][C@H:10]([C:11]1[CH:12]=[N:13][CH:14]=[CH:15][CH:16]=1)[CH2:9][NH:8][CH2:25][C@H:26]1[CH2:35][CH2:34][C:33]2[C:28](=[CH:29][CH:30]=[C:31]([C:36]3[CH:45]=[CH:44][CH:43]=[CH:42][C:37]=3[C:38]([O:40][CH3:41])=[O:39])[CH:32]=2)[O:27]1. Procedure details: A stirred solution of methyl 2-[(2R)-2-({(tert-butoxycarbonyl)[(2R)-2-{[tert-butyl(dimethyl)silyl]oxy}-2-(3-pyridinyl)ethyl]amino}methyl)-3,4-dihydro-2H-chromen-6-yl]benzoate (Example 82, 61 mg, 0.096 mmol) in MeOH (0.50 mL) was treated with HCl in dioxane (1 mL of a 4N solution in dioxane, Aldrich Chemical Co.) at room temperature and stirring continued for 60 minutes. The mixture was concentrated in vacuo and purified on silica gel using a gradient of 5-10% MeOH/EtOAc to provide 31 mg of produ... Reactants: Cl (HCl), C(C)(=O)OC(C(=O)[C@H]1N(CCC1)C(=O)OC(C)(C)C)SC (1,1-dimethylethyl (2S)-2-[2-(acetyloxy)-2-(methylsulfanyl)acetyl]tetrahydro-1H-1-pyrrolecarboxylate), CCO (EtOH), [BH4-].[Na+] (NaBH4). The solvent is O (H2O), CCOC(=O)C (EtOAc). Reaction conditions: temperature -20 celsius, time 1 hour. Product: C(C)(=O)OCC(O)[C@H]1N(CCC1)C(=O)OC(C)(C)C (1,1-dimethylethyl (2S)-2-[2-(acetyloxy)-1-hydroxyethyl]tetrahydro-1H-1-pyrrolecarboxylate). As a reaction SMILES: [C:1]([O:4][CH:5](SC)[C:6]([C@@H:8]1[CH2:12][CH2:11][CH2:10][N:9]1[C:13]([O:15][C:16]([CH3:19])([CH3:18])[CH3:17])=[O:14])=[O:7])(=[O:3])[CH3:2].CCO.[BH4-].[Na+].Cl>O.CCOC(C)=O>[C:1]([O:4][CH2:5][CH:6]([C@@H:8]1[CH2:12][CH2:11][CH2:10][N:9]1[C:13]([O:15][C:16]([CH3:19])([CH3:18])[CH3:17])=[O:14])[OH:7])(=[O:3])[CH3:2] |f:2.3|. Procedure details: To a suitable reactor was added 3g (1.19 g, 1.0 equiv) and EtOH (6 mL) was added at 20-30° C. under N2. The mixture was cooled to −25 to −15° C., and NaBH4 (107.1 mg, 0.8 equiv) in H2O (2.4 mL) was added at below −15° C. The reaction mixture was warmed to −5-5° C. and stirred for 1 hr. The reaction was deemed completed as determined by TLC. 1N HCl aqueous solution (11 mL) was added at below 10° C., and the mixture was warmed to 20-30° C. EtOAc (100 mL) was added at 20-30° C., and the mixture was...